describe an organic reaction: reactants, conditions, products, and yield From a dataset of the Open Reaction Database (ORD), a public repository of structured organic reaction records. The reactants are O (water), ClC=1C=CC2=C(NC(S2)=O)C1 (5-chloro-3H-benzothiazol-2-one), BrCC=1C=C(C=CC1)C1=NOC(=N1)C (3-(3-bromomethylphenyl)-5-methyl-1,2,4-oxadiazole), C([O-])([O-])=O.[K+].[K+] (potassium carbonate). Solvent: C(C)#N (acetonitrile). Conditions: temperature 80 celsius, time 1 hour. Product: ClC=1C=CC2=C(N(C(S2)=O)CC2=CC(=CC=C2)C2=NOC(=N2)C)C1 (5-chloro-3-[3-(5-methyl-1,2,4-oxadiazol-3-yl)benzyl]-3H-benzothiazol-2-one). RXN SMILES: [Cl:1][C:2]1[CH:3]=[CH:4][C:5]2[S:9][C:8](=[O:10])[NH:7][C:6]=2[CH:11]=1.Br[CH2:13][C:14]1[CH:15]=[C:16]([C:20]2[N:24]=[C:23]([CH3:25])[O:22][N:21]=2)[CH:17]=[CH:18][CH:19]=1.C(=O)([O-])[O-].[K+].[K+].O>C(#N)C>[Cl:1][C:2]1[CH:3]=[CH:4][C:5]2[S:9][C:8](=[O:10])[N:7]([CH2:13][C:14]3[CH:19]=[CH:18][CH:17]=[C:16]([C:20]4[N:24]=[C:23]([CH3:25])[O:22][N:21]=4)[CH:15]=3)[C:6]=2[CH:11]=1 |f:2.3.4|. Procedure: A suspension of 100 mg (0.54 mmol) of 5-chloro-3H-benzothiazol-2-one, 153 mg (0.59 mmol) of 3-(3-bromomethylphenyl)-5-methyl-1,2,4-oxadiazole and 303 mg (2.16 mmol) of potassium carbonate in 20 ml of acetonitrile are stirred at 80° C. for 1 h. 30 ml of water are added to the reaction mixture, which is then extracted with MTBE, dried and evaporated to dryness. The crude product is purified by column chromatography on silica gel and stirred with ether, giving “A12”: ESI: 358 (M+H); Rt.=3.25 min (m...